describe an organic reaction: reactants, conditions, products, and yield From a dataset of the Open Reaction Database (ORD), a public repository of structured organic reaction records. Reactants: ClC1=C2C=C(NC2=CC=C1C#N)CCC (4-chloro-2-propyl-1H-indole-5-carbonitrile), FC(C=1C=C(C=C(C1)C(F)(F)F)C1=NC(=NO1)CCl)(F)F (5-[3,5-bis(trifluoromethyl)phenyl]-3-(chloromethyl)-1,2,4-oxadiazole). Product: FC(C=1C=C(C=C(C1)C(F)(F)F)C1=NC(=NO1)CN1C(=CC2=C(C(=CC=C12)C#N)Cl)CCC)(F)F (1-({5-[3,5-bis(Trifluoromethyl)phenyl]-1,2,4-oxadiazol-3-yl}methyl)-4-chloro-2-propyl-1H-indole-5-carbonitrile). RXN SMILES: [Cl:1][C:2]1[C:10]([C:11]#[N:12])=[CH:9][CH:8]=[C:7]2[C:3]=1[CH:4]=[C:5]([CH2:13][CH2:14][CH3:15])[NH:6]2.[F:16][C:17]([F:36])([F:35])[C:18]1[CH:19]=[C:20]([C:28]2[O:32][N:31]=[C:30]([CH2:33]Cl)[N:29]=2)[CH:21]=[C:22]([C:24]([F:27])([F:26])[F:25])[CH:23]=1>>[F:36][C:17]([F:16])([F:35])[C:18]1[CH:19]=[C:20]([C:28]2[O:32][N:31]=[C:30]([CH2:33][N:6]3[C:7]4[C:3](=[C:2]([Cl:1])[C:10]([C:11]#[N:12])=[CH:9][CH:8]=4)[CH:4]=[C:5]3[CH2:13][CH2:14][CH3:15])[N:29]=2)[CH:21]=[C:22]([C:24]([F:26])([F:25])[F:27])[CH:23]=1. Reported procedure: Synthesized as described in Example 4 from 4-chloro-2-propyl-1H-indole-5-carbonitrile and 5-[3,5-bis(trifluoromethyl)phenyl]-3-(chloromethyl)-1,2,4-oxadiazole: 1H NMR (400 MHz, DMSO-d6) δ 8.53 (s, 2 H), 8.50 (s, 1 H), 7.96 (s, 1 H), 7.77 (d, J=8.7 Hz, 1 H), 7.59 (d, J=8.7 Hz, 1 H), 5.87 (s, 2 H), 2.97-2.82 (m, 2 H), 1.70-1.56 (m, 2 H), 0.97-0.89 (m, 3 H); MS (ES) m/z 513 (M+1). The reactants are NC1=NC(=NC(=N1)Cl)C(C)C (2-amino4-chloro-6-isopropyl-1,3,5-triazine), Cl.FC(C=1C=C(OCC(CC)N)C=CC1)(F)F (1-(3-trifluoromethylphenoxy)-2-aminobutane hydrochloride), C([O-])([O-])=O.[K+].[K+] (potassium carbonate), CN(C=O)C (dimethylformamide). Solvent: O (water). Run at temperature 80 celsius. Yields the product NC1=NC(=NC(=N1)C(C)C)NC(COC1=CC(=CC=C1)C(F)(F)F)CC (2-Amino4-isopropyl-6-[2-(3-trifluoromethylphenoxy)-1-ethyl-ethylamino]-1,3,5-triazine). Isolated yield 75.8%. RXN SMILES: [NH2:1][C:2]1[N:7]=[C:6](Cl)[N:5]=[C:4]([CH:9]([CH3:11])[CH3:10])[N:3]=1.Cl.[F:13][C:14]([F:28])([F:27])[C:15]1[CH:16]=[C:17]([CH:24]=[CH:25][CH:26]=1)[O:18][CH2:19][CH:20]([NH2:23])[CH2:21][CH3:22].C(=O)([O-])[O-].[K+].[K+].CN(C)C=O>O>[NH2:1][C:2]1[N:3]=[C:4]([CH:9]([CH3:11])[CH3:10])[N:5]=[C:6]([NH:23][CH:20]([CH2:21][CH3:22])[CH2:19][O:18][C:17]2[CH:24]=[CH:25][CH:26]=[C:15]([C:14]([F:13])([F:27])[F:28])[CH:16]=2)[N:7]=1 |f:1.2,3.4.5|. Procedure details: 2.6 g (0.015 mol) of 2-amino4-chloro-6-isopropyl-1,3,5-triazine, 4.0 g (0.015 mol) of 1-(3-trifluoromethylphenoxy)-2-aminobutane hydrochloride and 6.2 g (0.045 mol) of potassium carbonate were added to 50 ml of dimethylformamide (DMF). The mixture was heated at 80° C. for 3 hours, added into water and extracted with ethyl acetate. The organic phase was washed with water, dried over magnesium sulfate and filtered and the solvent was evaporated under reduced pressure. Purification by silica gel co... Reactants: CN1C=NC=C1CC1(C(N(C(N1)=S)CC1C(C2C(C(C1)C2)(C)C)C)=O)CC=2N(C=NC2)C (5,5-Bis-(3-methyl-3H-imidazol-4-ylmethyl)-2-thioxo-3-(2,6,6-trimethyl-bicyclo[3.1.1]hept-3-ylmethyl)-imidazolidin-4-one), C(#N)C1=CC=C(C(CBr)=O)C=C1 (4-cyanophenacyl bromide), C[Si](C)(C)[N-][Si](C)(C)C.[K+] (potassium bis(trimethylsilyl)-amide). The product is CN1C=NC=C1CC1(N=C(N(C1=O)CC1C(C2C(C(C1)C2)(C)C)C)SCC(=O)C2=CC=C(C#N)C=C2)CC=2N(C=NC2)C (4-{[4,4-Bis-(3-methyl-3H-imidazol-4-ylmethyl)-5-oxo-1-(2,6,6-trimethyl-bicyclo[3.1.1]hept-3-ylmethyl)-4,5-dihydro-1H-imidazol-2-ylsulfanyl]-acetyl}-benzonitrile). RXN SMILES: [CH3:1][N:2]1[C:6]([CH2:7][C:8]2([CH2:26][C:27]3[N:28]([CH3:32])[CH:29]=[N:30][CH:31]=3)[NH:12][C:11](=[S:13])[N:10]([CH2:14][CH:15]3[CH2:20][CH:19]4[CH2:21][CH:17]([C:18]4([CH3:23])[CH3:22])[CH:16]3[CH3:24])[C:9]2=[O:25])=[CH:5][N:4]=[CH:3]1.[C:33]([C:35]1[CH:44]=[CH:43][C:38]([C:39](=[O:42])[CH2:40]Br)=[CH:37][CH:36]=1)#[N:34].C[Si]([N-][Si](C)(C)C)(C)C.[K+]>>[CH3:32][N:28]1[C:27]([CH2:26][C:8]2([CH2:7][C:6]3[N:2]([CH3:1])[CH:3]=[N:4][CH:5]=3)[C:9](=[O:25])[N:10]([CH2:14][CH:15]3[CH2:20][CH:19]4[CH2:21][CH:17]([C:18]4([CH3:22])[CH3:23])[CH:16]3[CH3:24])[C:11]([S:13][CH2:40][C:39]([C:38]3[CH:43]=[CH:44][C:35]([C:33]#[N:34])=[CH:36][CH:37]=3)=[O:42])=[N:12]2)=[CH:31][N:30]=[CH:29]1 |f:2.3|. Reported procedure: Using the same procedure as described in example 1D, the title compound of 3C (0.355 g, 0.78 mmol) and 4-cyanophenacyl bromide (193 mg, 0.86 mmol) in the presence of potassium bis(trimethylsilyl)-amide (193 mg, 0.86 mmol) reacted to yield 0.232 g (0.39 mmol, 50% yield) of the title compound of example 3D after chromatographic purification. Cl-Ms: m/z 598.3 [M+1]. The reactants are O=C(c1ncc[nH]1)c1ncc[nH]1, C1CCOC1, CC(C)Cn1ncc2cc(Oc3ccc(F)cc3)c(C(N)=O)cc21, NCCCN1CCOCC1. Product: CC(C)Cn1ncc2cc(Oc3ccc(F)cc3)c(C(=O)NCCCN3CCOCC3)cc21. Reaction SMILES: [C:25]([c:26]1[nH:27][cH:28][cH:29][n:30]1)([c:31]1[nH:32][cH:33][cH:34][n:35]1)=[O:36].[CH2:47]1[O:48][CH2:49][CH2:50][CH2:51]1.[F:1][c:2]1[cH:3][cH:4][c:5]([O:6][c:7]2[cH:8][c:9]3[cH:10][n:11][n:12]([CH2:19][CH:20]([CH3:21])[CH3:22])[c:13]3[cH:14][c:15]2[C:16](=[O:17])[NH2:18])[cH:23][cH:24]1.[O:37]1[CH2:38][CH2:39][N:40]([CH2:43][CH2:44][CH2:45][NH2:46])[CH2:41][CH2:42]1>>[F:1][c:2]1[cH:3][cH:4][c:5]([O:6][c:7]2[cH:8][c:9]3[cH:10][n:11][n:12]([CH2:19][CH:20]([CH3:21])[CH3:22])[c:13]3[cH:14][c:15]2[C:16](=[O:17])[NH:18][CH2:45][CH2:44][CH2:43][N:40]2[CH2:39][CH2:38][O:37][CH2:42][CH2:41]2)[cH:23][cH:24]1.